describe an organic reaction: reactants, conditions, products, and yield From a dataset of the Open Reaction Database (ORD), a public repository of structured organic reaction records. Run in ClCCl (dichloromethane), ClCCl (dichloromethane). Conditions: time 2 hour. Product: ClC=1C(=C(C=CC1)[C@H]1[C@@H](N[C@H]([C@]1(C#N)C1=C(C=C(C=C1)Cl)F)CC(C)(C)C)C(=O)NC1=CC=C(C=C1)CCCC(=O)OC)F (methyl 4-(4-((2R,3S,4R,5S)-3-(3-chloro-2-fluorophenyl)-4-(4-chloro-2-fluorophenyl)-4-cyano-5-neopentylpyrrolidine-2-carboxamido)phenyl)butanoate). RXN SMILES: [Cl:1][C:2]1[C:3]([F:31])=[C:4]([C@@H:8]2[C@:12]([C:15]3[CH:20]=[CH:19][C:18]([Cl:21])=[CH:17][C:16]=3[F:22])([C:13]#[N:14])[C@H:11]([CH2:23][C:24]([CH3:27])([CH3:26])[CH3:25])[NH:10][C@H:9]2[C:28](O)=[O:29])[CH:5]=[CH:6][CH:7]=1.CCN(C(C)C)C(C)C.C1(P(Cl)(C2C=CC=CC=2)=O)C=CC=CC=1.[NH2:56][C:57]1[CH:62]=[CH:61][C:60]([CH2:63][CH2:64][CH2:65][C:66]([O:68][CH3:69])=[O:67])=[CH:59][CH:58]=1>ClCCl>[Cl:1][C:2]1[C:3]([F:31])=[C:4]([C@@H:8]2[C@:12]([C:15]3[CH:20]=[CH:19][C:18]([Cl:21])=[CH:17][C:16]=3[F:22])([C:13]#[N:14])[C@H:11]([CH2:23][C:24]([CH3:26])([CH3:27])[CH3:25])[NH:10][C@H:9]2[C:28]([NH:56][C:57]2[CH:58]=[CH:59][C:60]([CH2:63][CH2:64][CH2:65][C:66]([O:68][CH3:69])=[O:67])=[CH:61][CH:62]=2)=[O:29])[CH:5]=[CH:6][CH:7]=1. Reactants: ClC=1C(=C(C=CC1)[C@H]1[C@@H](N[C@H]([C@]1(C#N)C1=C(C=C(C=C1)Cl)F)CC(C)(C)C)C(=O)O)F ((2R,3S,4R,5S)-3-(3-chloro-2-fluoro-phenyl)-4-(4-chloro-2-fluoro-phenyl)-4-cyano-5-(2,2-dimethyl-propyl)-pyrrolidine-2-carboxylic acid), CCN(C(C)C)C(C)C (DIPEA), C1(=CC=CC=C1)P(=O)(C1=CC=CC=C1)Cl (DIPHENYLPHOSPHINIC CHLORIDE), NC1=CC=C(C=C1)CCCC(=O)OC (methyl 4-(4-aminophenyl)butanoate). Procedure details: A solution of chiral (2R,3S,4R,5S)-3-(3-chloro-2-fluoro-phenyl)-4-(4-chloro-2-fluoro-phenyl)-4-cyano-5-(2,2-dimethyl-propyl)-pyrrolidine-2-carboxylic acid (60.9 mg, 0.130 mmol) in dichloromethane (3 ml) were added DIPEA (66.8 mg, 0.514 mmol) and DIPHENYLPHOSPHINIC CHLORIDE (78.2 mg, 0.324 mmol). The mixture was stirred for 20 mins under argon before methyl 4-(4-aminophenyl)butanoate (24.7 mg, 0.128 mmol) was added. After 2 hrs, the reaction mixture was diluted with dichloromethane and extracted ... Yields the product C(CCC)N1C=C(C(C2=CC=C(C=C12)OC)=O)C(=O)O (1-Butyl-1,4-dihydro-7-methoxy-4-quinolone-3-carboxylic Acid). As a reaction SMILES: [OH:1][C:2]1[C:11]2[C:6](=[CH:7][C:8]([O:12][CH3:13])=[CH:9][CH:10]=2)[N:5]=[CH:4][C:3]=1[C:14]([OH:16])=[O:15].[OH-].[Na+].[CH2:19](Br)[CH2:20][CH2:21][CH3:22].Cl>O.CS(C)=O>[CH2:19]([N:5]1[C:6]2[C:11](=[CH:10][CH:9]=[C:8]([O:12][CH3:13])[CH:7]=2)[C:2](=[O:1])[C:3]([C:14]([OH:16])=[O:15])=[CH:4]1)[CH2:20][CH2:21][CH3:22] |f:1.2|. The solvent is O (water), CS(=O)C (dimethyl sulfoxide). Reactants: OC1=C(C=NC2=CC(=CC=C12)OC)C(=O)O (4-hydroxy-7-methoxyquinoline-3-carboxylic acid), Cl (hydrochloric acid), [OH-].[Na+] (sodium hydroxide), C(CCC)Br (butyl bromide). Run at time 10 minute. Procedure details: 11.0 g. (50 millimoles) of 4-hydroxy-7-methoxyquinoline-3-carboxylic acid is introduced into a suspension of 14.0 g. (351 millimoles) of pulverized sodium hydroxide in 200 ml. of dimethyl sulfoxide. The mixture is stirred for 10 minutes at room temperature, and then 16.1 ml. (150 mmol) of butyl bromide is added dropwise thereto so that the temperature does not exceed 25° C. Thereafter, the mixture is stirred for 2 hours at room temperature, poured into water, and acidified with hydrochloric acid... The reactants are CC1=C(C(=CC=C1)C)O (2,6-dimethylphenol), N(=O)[O-].[Na+] (sodium nitrite). Run in C(C)(=O)O (acetic acid). Product: CC1=C(C(=CC(=C1)N=O)C)O (2,6-dimethyl-p-nitrosophenol). RXN SMILES: [CH3:1][C:2]1[CH:7]=[CH:6][CH:5]=[C:4]([CH3:8])[C:3]=1[OH:9].[N:10]([O-])=[O:11].[Na+]>C(O)(=O)C>[CH3:1][C:2]1[CH:7]=[C:6]([N:10]=[O:11])[CH:5]=[C:4]([CH3:8])[C:3]=1[OH:9] |f:1.2|. Procedure details: 25 Grams of 2,6-dimethylphenol was dissolved in 246 ml of 50% aqueous glacial acetic acid solution. To this solution being kept at 15° C. or lower was added dropwise 91 g of 30% aqueous sodium nitrite solution, whereby 2,6-dimethyl-p-nitrosophenol was obtained. The compound was reduced to be converted to an amino compound. The amino compound was subjected to diazotization at 0° to 2° C. Into the resulting reaction mixture was poured a 50% aqueous zinc chloride solution. By thorough mixing, a dou... The reactants are CCCCN, ClCCl, Cl, O=C(Cl)c1ccco1. Yields the product CCCCNC(=O)c1ccco1. As a reaction SMILES: [CH2:1]([CH2:2][CH2:3][CH3:4])[NH2:5].[Cl:15][CH2:16][Cl:17].[ClH:14].[o:6]1[c:7]([C:11](=[O:12])[Cl:13])[cH:8][cH:9][cH:10]1>>[CH2:1]([CH2:2][CH2:3][CH3:4])[NH:5][C:11]([c:7]1[o:6][cH:10][cH:9][cH:8]1)=[O:12]. Reactants: CC(Cl)c1cccnc1, Oc1ccnc2cc(C(F)(F)F)ccc12. The reagents and catalysts are O=C([O-])[O-].[Cs+].[Cs+] (cesium carbonate), [I-].[K+] (potassium iodide). Solvent: CN(C)C=O (DMF), CN(C)C=O (dmf), CN(C)C=O (DMF). Conditions: temperature 70 celsius, time 16 hour. Yields the product CC(Oc1ccnc2cc(C(F)(F)F)ccc12)c1cccnc1. The reactants are OCc1ccc(I)c(Br)c1, CC1(C)CCCC(C)(C)N1O, CCCCCCC, CCOC(C)=O, [O-]Cl, ClCCl, [Na+], [Na+], O=C([O-])O, O. The product is O=Cc1ccc(I)c(Br)c1. As a reaction SMILES: [Br:1][c:2]1[cH:3][c:4]([CH2:9][OH:10])[cH:5][cH:6][c:7]1[I:8].[CH3:16][C:17]1([CH3:26])[N:18]([O:19])[C:20]([CH3:21])([CH3:22])[CH2:23][CH2:24][CH2:25]1.[CH3:34][CH2:35][CH2:36][CH2:37][CH2:38][CH2:39][CH3:40].[CH3:41][CH2:42][O:43][C:44]([CH3:45])=[O:46].[Cl:27][O-:28].[Cl:30][CH2:31][Cl:32].[Na+:15].[Na+:29].[O-:11][C:12]([OH:13])=[O:14].[OH2:33]>>[Br:1][c:2]1[cH:3][c:4]([CH:9]=[O:10])[cH:5][cH:6][c:7]1[I:8].